describe an organic reaction: reactants, conditions, products, and yield From a dataset of the Open Reaction Database (ORD), a public repository of structured organic reaction records. The reactants are O (H2O), [OH-].[Na+] (NaOH), Cl (HCl), ClC1=C(NC(=C1Cl)C)C(=O)NC1CCN(CC1)C1=NC(=CC2=CC=CC=C12)C(=O)OC (methyl 1-(4-{[(3,4-dichloro-5-methyl-1H-pyrrol-2-yl)carbonyl]amino}piperidin-1-yl)isoquinoline-3-carboxylate). Solvent: C1CCOC1 (THF), CCOC(=O)C (EtOAc), CCOC(=O)C (EtOAc). Conditions: temperature 80 celsius, time 1 hour. Yields the product ClC1=C(NC(=C1Cl)C)C(=O)NC1CCN(CC1)C1=NC(=CC2=CC=CC=C12)C(=O)O (1-(4-{[(3,4-Dichloro-5-methyl-1H-pyrrol-2-yl)carbonyl]amino}piperidin-1-yl)isoquinoline-3-carboxylic acid). Yield: 73.7%. Reaction SMILES: O.[OH-].[Na+].[Cl:4][C:5]1[C:9]([Cl:10])=[C:8]([CH3:11])[NH:7][C:6]=1[C:12]([NH:14][CH:15]1[CH2:20][CH2:19][N:18]([C:21]2[C:30]3[C:25](=[CH:26][CH:27]=[CH:28][CH:29]=3)[CH:24]=[C:23]([C:31]([O:33]C)=[O:32])[N:22]=2)[CH2:17][CH2:16]1)=[O:13].Cl>C1COCC1.CCOC(C)=O>[Cl:4][C:5]1[C:9]([Cl:10])=[C:8]([CH3:11])[NH:7][C:6]=1[C:12]([NH:14][CH:15]1[CH2:16][CH2:17][N:18]([C:21]2[C:30]3[C:25](=[CH:26][CH:27]=[CH:28][CH:29]=3)[CH:24]=[C:23]([C:31]([OH:33])=[O:32])[N:22]=2)[CH2:19][CH2:20]1)=[O:13] |f:1.2|. Procedure: In a mixture of 20 ml THF, 5 ml H2O, and 1 ml 50 wt % NaOH (aq) was dissolved methyl 1-(4-{[(3,4-dichloro-5-methyl-1H-pyrrol-2-yl)carbonyl]amino}piperidin-1-yl)isoquinoline-3-carboxylate (Example 301; 70 mg). The solution was stirred at 80° C. for 1 hr. The solution was cooled to room temperature, diluted with EtOAc and acidified with dilute HCl (aq). The EtOAc fraction was isolated, at which time a white solid precipitated from solution. The solid was collected by filtration and washed with ace... Reaction SMILES: [CH3:17][OH:18].[N+:1]([O-:2])(=[O:3])[c:4]1[c:5]([NH2:6])[cH:7][cH:8][cH:9][c:10]1[N:11]1[CH2:12][CH2:13][CH2:14][CH2:15][CH2:16]1>>[NH2:1][c:4]1[c:5]([NH2:6])[cH:7][cH:8][cH:9][c:10]1[N:11]1[CH2:12][CH2:13][CH2:14][CH2:15][CH2:16]1. Product: Nc1cccc(N2CCCCC2)c1N. Starting materials: CO, Nc1cccc(N2CCCCC2)c1[N+](=O)[O-]. The reactants are C(=O)(O)[C@@H](CCCC1=CC=CC=C1)[C@H](C(=O)NN1C(N(CC1=O)CCN(C)C)=O)CC(C)C (2(R)-[1(S)-(carboxy)-4-phenylbutyl]-N-[3-[2-(dimethylamino)ethyl]-2,5-dioxo-1-imidazolidinyl]-4-methylvaleramide), C(C1=CC=CC=C1)ON (O-benzylhydroxylamine). Reagents/catalysts: Cl.C(C)N=C=NCCCN(C)C (1-ethyl-3-(3-dimethylaminopropyl)-carbodiimide hydrochloride). The solvent is C(C)(=O)OCC (ethyl acetate), CN(C=O)C (dimethylformamide). Reaction conditions: time 4 hour. The product is C(C1=CC=CC=C1)ONC(=O)[C@@H](CCCC1=CC=CC=C1)[C@H](C(=O)NN1C(N(CC1=O)CCN(C)C)=O)CC(C)C (2(R)-[1(S)-(benzyloxycarbamoyl)-4-phenylbutyl]-N-[3-[2-(dimethylamino)ethyl]-2,5-dioxo-1-imidazolidinyl]-4-methylvaleramide). Isolated yield 32.9%. As a reaction SMILES: [C:1]([C@H:4]([C@@H:14]([CH2:30][CH:31]([CH3:33])[CH3:32])[C:15]([NH:17][N:18]1[C:22](=[O:23])[CH2:21][N:20]([CH2:24][CH2:25][N:26]([CH3:28])[CH3:27])[C:19]1=[O:29])=[O:16])[CH2:5][CH2:6][CH2:7][C:8]1[CH:13]=[CH:12][CH:11]=[CH:10][CH:9]=1)(O)=[O:2].[CH2:34]([O:41][NH2:42])[C:35]1[CH:40]=[CH:39][CH:38]=[CH:37][CH:36]=1>CN(C)C=O.C(OCC)(=O)C.Cl.C(N=C=NCCCN(C)C)C>[CH2:34]([O:41][NH:42][C:1]([C@H:4]([C@@H:14]([CH2:30][CH:31]([CH3:33])[CH3:32])[C:15]([NH:17][N:18]1[C:22](=[O:23])[CH2:21][N:20]([CH2:24][CH2:25][N:26]([CH3:27])[CH3:28])[C:19]1=[O:29])=[O:16])[CH2:5][CH2:6][CH2:7][C:8]1[CH:9]=[CH:10][CH:11]=[CH:12][CH:13]=1)=[O:2])[C:35]1[CH:40]=[CH:39][CH:38]=[CH:37][CH:36]=1 |f:4.5|. Procedure details: A solution of 0.151 g of 2(R)-[1(S)-(carboxy)-4-phenylbutyl]-N-[3-[2-(dimethylamino)ethyl]-2,5-dioxo-1-imidazolidinyl]-4-methylvaleramide and 0.157 g of O-benzylhydroxylamine in 0.25 ml of dimethylformamide was treated with 0.054 mg of 1-ethyl-3-(3-dimethylaminopropyl)-carbodiimide hydrochloride and stirred at room temperature for 4 hours. The mixture was diluted with ethyl acetate and washed with 5% aqueous sodium hydrogen carbonate and saturated aqueous sodium chloride. The organic layer was d... Starting materials: IC1=CC(=C(N)C=C1)C (4-iodo-2-methylaniline), C(CCl)OCCCl (2,2′-dichloroethyl ether), [NH4+].[Br-] (NH4Br), [OH-].[Na+] (NaOH). The solvent is CCOC(=O)C (EtOAc). Product: IC1=CC(=C(C=C1)N1CCOCC1)C (4-(4-iodo-2-methylphenyl)morpholine). The yield is 49.9%. RXN SMILES: [I:1][C:2]1[CH:8]=[CH:7][C:5]([NH2:6])=[C:4]([CH3:9])[CH:3]=1.[CH2:10]([O:13][CH2:14][CH2:15]Cl)[CH2:11]Cl.[NH4+].[Br-].[OH-].[Na+]>CCOC(C)=O>[I:1][C:2]1[CH:8]=[CH:7][C:5]([N:6]2[CH2:15][CH2:14][O:13][CH2:10][CH2:11]2)=[C:4]([CH3:9])[CH:3]=1 |f:2.3,4.5|. Reported procedure: A flask was charged with 4-iodo-2-methylaniline (2.0 g, 8.6 mmol), 2,2′-dichloroethyl ether (2.45 g, 17.2 mmol), NH4Br (8.28 g, 25 mmol), and an aqueous NaOH solution (42 wt %, 4.10 g, 42.9 mmol). The mixture was refluxed overnight. The reaction mixture was cooled to rt and diluted with EtOAc (20 mL). The organic layer was separated, and the aqueous layer extracted with EtOAc (20 mL). The combined organic layers were washed with water (20 mL), dried over MgSO4 and concentrated under reduced pres... Reactants: CC(=O)OC=O, CC(C)(C)c1ccc(NC(=O)OCc2ccccc2)cc1N, ClCCl, c1ccncc1. The product is CC(C)(C)c1ccc(NC(=O)OCc2ccccc2)cc1NC=O. RXN SMILES: [C:29]([O:30][CH:32]=[O:33])(=[O:31])[CH3:34].[CH2:1]([c:2]1[cH:3][cH:4][cH:5][cH:6][cH:7]1)[O:8][C:9]([NH:10][c:11]1[cH:12][c:13]([NH2:21])[c:14]([C:17]([CH3:18])([CH3:19])[CH3:20])[cH:15][cH:16]1)=[O:22].[Cl:35][CH2:36][Cl:37].[cH:23]1[cH:24][cH:25][n:26][cH:27][cH:28]1>>[CH2:1]([c:2]1[cH:3][cH:4][cH:5][cH:6][cH:7]1)[O:8][C:9]([NH:10][c:11]1[cH:12][c:13]([NH:21][CH:29]=[O:31])[c:14]([C:17]([CH3:18])([CH3:19])[CH3:20])[cH:15][cH:16]1)=[O:22]. The reactants are C(C)(=O)N1N=CC2=CC=C(C=C12)COC(C)=O (1-acetyl-6-(acetoxymethyl)indazole), Br (hydrobromic acid). Conditions: time 46 hour. The product is BrCC1=CC=C2C=NNC2=C1 (6-(Bromomethyl)-1H-indazole), solid. The yield is 84.0%. As a reaction SMILES: C([N:4]1[C:12]2[C:7](=[CH:8][CH:9]=[C:10]([CH2:13]OC(=O)C)[CH:11]=2)[CH:6]=[N:5]1)(=O)C.[BrH:18]>>[Br:18][CH2:13][C:10]1[CH:11]=[C:12]2[C:7]([CH:6]=[N:5][NH:4]2)=[CH:8][CH:9]=1. Procedure details: A suspension of 1-acetyl-6-(acetoxymethyl)indazole (9.5 g, 41 mmol) (4-4) in aqueous hydrobromic acid (48% aqueous solution, 20 mL, 177 mmol) was stirred at room temperature for 46 hours. The solid was collected on a Buchner funnel and dried under vacuum for 12 hours. The filtrate was stirred at room temperature for additional 24 hours and more solid was collected. After drying under vacuum, title compound was obtained as a yellow solid (10.0 g, 84%) which was used as such without further purifi... Reactants: CC(=O)C(=O)OCC(C)C, Nc1ccc2ccccc2c1. The product is CC(C)COC(=O)C(C)Nc1ccc2ccccc2c1. Reaction SMILES: [C:12]([C:13](=[O:14])[CH3:15])(=[O:16])[O:17][CH2:18][CH:19]([CH3:20])[CH3:21].[NH2:1][c:2]1[cH:3][c:4]2[cH:5][cH:6][cH:7][cH:8][c:9]2[cH:10][cH:11]1>>[NH:1]([c:2]1[cH:3][c:4]2[cH:5][cH:6][cH:7][cH:8][c:9]2[cH:10][cH:11]1)[CH:13]([C:12](=[O:16])[O:17][CH2:18][CH:19]([CH3:20])[CH3:21])[CH3:15]. Reactants: CCOC(=O)c1cc2c(nc1COc1ccc(C(=O)O)cc1)CCCCC2, O=C([O-])O, CCN=C=NCCCN(C)C, ClCCl, CN(C)CCN, ClC(Cl)Cl, Cl, [Na+]. The product is CCOC(=O)c1cc2c(nc1COc1ccc(C(=O)NCCN(C)C)cc1)CCCCC2. RXN SMILES: [C:1](=[O:2])([OH:3])[c:4]1[cH:5][cH:6][c:7]([O:8][CH2:9][c:10]2[c:11]([C:21](=[O:22])[O:23][CH2:24][CH3:25])[cH:12][c:13]3[c:14]([n:15]2)[CH2:16][CH2:17][CH2:18][CH2:19][CH2:20]3)[cH:26][cH:27]1.[C:46](=[O:47])([OH:48])[O-:49].[CH2:35]([N:36]=[C:37]=[N:38][CH2:39][CH2:40][CH2:41][N:42]([CH3:43])[CH3:44])[CH3:45].[CH2:51]([Cl:52])[Cl:53].[CH3:29][N:30]([CH2:31][CH2:32][NH2:33])[CH3:34].[CH:54]([Cl:55])([Cl:56])[Cl:57].[ClH:28].[Na+:50]>>[C:1](=[O:2])([c:4]1[cH:5][cH:6][c:7]([O:8][CH2:9][c:10]2[c:11]([C:21](=[O:22])[O:23][CH2:24][CH3:25])[cH:12][c:13]3[c:14]([n:15]2)[CH2:16][CH2:17][CH2:18][CH2:19][CH2:20]3)[cH:26][cH:27]1)[NH:33][CH2:32][CH2:31][N:30]([CH3:29])[CH3:34]. Starting materials: CNC1(C=O)CC=C(C=C1)NC (1, 4-dimethylaminobenzaldehyde), S(=O)(=O)(C1=CC=C(C)C=C1)C[N+]#[C-] (tosylmethylisocyanide), [C-]#N.[Na+] (NaCN). The product is CN(C1=CC=C(C=C1)[C@@H]1[C@H](N=CO1)S(=O)(=O)C1=CC=C(C=C1)C)C (Dimethyl-{4-[(4R*,5R*)-4-(toluene-4-sulfonyl)-4,5-dihydro-oxazol-5-yl]-phenyl}-amine). As a reaction SMILES: CN[C:3]1([CH:10]=[CH:9][C:8]([NH:11][CH3:12])=[CH:7][CH2:6]1)[CH:4]=[O:5].[S:13]([CH2:23][N+:24]#[C-:25])([C:16]1[CH:22]=[CH:21][C:19]([CH3:20])=[CH:18][CH:17]=1)(=[O:15])=[O:14].[C-:26]#N.[Na+]>>[CH3:26][N:11]([CH3:12])[C:8]1[CH:7]=[CH:6][C:3]([C@H:4]2[O:5][CH:25]=[N:24][C@@H:23]2[S:13]([C:16]2[CH:22]=[CH:21][C:19]([CH3:20])=[CH:18][CH:17]=2)(=[O:15])=[O:14])=[CH:10][CH:9]=1 |f:2.3|. Procedure details: In a manner analogous to Preparation 1, 4-dimethylaminobenzaldehyde (0.19 g, 1.26 mmol), tosylmethylisocyanide (0.23 g, 1.20 mmol) and NaCN (5.9 mg, 0.12 mmol) gave the desired compound as a tan solid. MS(ES+) m/z 345.5 (M+H+).